This data is from the Open Reaction Database (ORD), a public repository of structured organic reaction records. The task is: describe an organic reaction: reactants, conditions, products, and yield Starting materials: C1COCCO1, CCN(C(C)C)C(C)C, Clc1cccnc1Cl, O=S(=O)(c1ccc(Cl)cc1)C1CCNCC1. Yields the product O=S(=O)(c1ccc(Cl)cc1)C1CCN(c2ncccc2Cl)CC1. As a reaction SMILES: [CH2:34]1[O:35][CH2:36][CH2:37][O:38][CH2:39]1.[CH:25]([N:26]([CH2:27][CH3:28])[CH:29]([CH3:30])[CH3:31])([CH3:32])[CH3:33].[Cl:17][c:18]1[n:19][cH:20][cH:21][cH:22][c:23]1[Cl:24].[Cl:1][c:2]1[cH:3][cH:4][c:5]([S:8](=[O:9])(=[O:10])[CH:11]2[CH2:12][CH2:13][NH:14][CH2:15][CH2:16]2)[cH:6][cH:7]1>>[Cl:1][c:2]1[cH:3][cH:4][c:5]([S:8](=[O:9])(=[O:10])[CH:11]2[CH2:12][CH2:13][N:14]([c:18]3[n:19][cH:20][cH:21][cH:22][c:23]3[Cl:24])[CH2:15][CH2:16]2)[cH:6][cH:7]1. RXN SMILES: [CH:1]1([C:4]2[C:9]3[O:10][CH:11]([CH3:15])[C:12](=[O:14])[NH:13][C:8]=3[CH:7]=[C:6]([CH:16]=O)[CH:5]=2)[CH2:3][CH2:2]1.[CH2:18]([NH:20][C:21](=[O:34])[C:22]1[CH:27]=[CH:26][C:25]([N:28]2[CH2:33][CH2:32][NH:31][CH2:30][CH2:29]2)=[CH:24][CH:23]=1)[CH3:19]>>[CH:1]1([C:4]2[C:9]3[O:10][CH:11]([CH3:15])[C:12](=[O:14])[NH:13][C:8]=3[CH:7]=[C:6]([CH2:16][N:31]3[CH2:30][CH2:29][N:28]([C:25]4[CH:24]=[CH:23][C:22]([C:21]([NH:20][CH2:18][CH3:19])=[O:34])=[CH:27][CH:26]=4)[CH2:33][CH2:32]3)[CH:5]=2)[CH2:2][CH2:3]1. The reactants are C1(CC1)C1=CC(=CC2=C1OC(C(N2)=O)C)C=O (8-Cyclopropyl-2-methyl-3-oxo-3,4-dihydro-2H-benzo[b][1,4]oxazine-6-carbaldehyde), C(C)NC(C1=CC=C(C=C1)N1CCNCC1)=O (N-Ethyl-4-(piperazin-1-yl)benzamide). Procedure: Using 346A and N-ethyl-4-(piperazin-1-yl)benzamide 283 in the general procedure for reductive aminations, the title compound was obtained as an off-white solid: 1H NMR (400 MHz, DMSO-d6) δ ppm 0.60-0.70 (m, 2H) 0.88-0.94 (m, 2H) 1.09 (t, J=7.07 Hz, 3H) 1.43 (d, J=6.57 Hz, 3H) 2.04-2.12 (m, 1H) 2.41-2.49 (m, 4H) 3.17-3.29 (m, 6H) 3.36 (s, 2H) 4.64 (q, J=6.82 Hz, 1H) 6.41 (d, J=1.52 Hz, 1H) 6.69 (d, J=1.77 Hz, 1H) 6.92 (m, J=9.09 Hz, 2H) 7.71 (m, J=8.84 Hz, 2H) 8.17 (t, J=5.56 Hz, 1H) 10.55 (s, 1H... Yields the product C1(CC1)C1=CC(=CC2=C1OC(C(N2)=O)C)CN2CCN(CC2)C2=CC=C(C(=O)NCC)C=C2 (4-(4-((8-Cyclopropyl-2-methyl-3-oxo-3,4-dihydro-2H-benzo[b][1,4]oxazin-6-yl)methyl)piperazin-1-yl)-N-ethylbenzamide). Starting materials: [NH4+].[Cl-] (NH4Cl), BrCC(=O)C1=C2N=C(C(=NC2=CC=C1)C)NCC(F)(F)F (2-bromo-1-(2-methyl-3-((2,2,2-trifluoroethyl)amino)quinoxalin-5-yl)ethanone), C(C)(C)(C)OC(=O)NC1(CC1)C(CC(=O)OCC)=O (ethyl 3-(1-((tert-butoxycarbonyl)amino)cyclopropyl)-3-oxopropanoate), C(=O)([O-])[O-].[K+].[K+] (K2CO3). Solvent: CCOC(=O)C (EtOAc), CN(C)C=O (DMF). Reaction conditions: time 45 minute. Product: C(C)(C)(C)OC(=O)NC1(CC1)C(=O)C(C(=O)OCC)CC(=O)C1=C2N=C(C(=NC2=CC=C1)C)NCC(F)(F)F (ethyl 2-(1-((tert-butoxycarbonyl)amino)cyclopropanecarbonyl)-4-(2-methyl-3-((2,2,2-trifluoroethyl)amino)quinoxalin-5-yl)-4-oxobutanoate). Yield: 83.5%. As a reaction SMILES: Br[CH2:2][C:3]([C:5]1[CH:14]=[CH:13][CH:12]=[C:11]2[C:6]=1[N:7]=[C:8]([NH:16][CH2:17][C:18]([F:21])([F:20])[F:19])[C:9]([CH3:15])=[N:10]2)=[O:4].[C:22]([O:26][C:27]([NH:29][C:30]1([C:33](=[O:40])[CH2:34][C:35]([O:37][CH2:38][CH3:39])=[O:36])[CH2:32][CH2:31]1)=[O:28])([CH3:25])([CH3:24])[CH3:23].C([O-])([O-])=O.[K+].[K+].[NH4+].[Cl-]>CN(C=O)C.CCOC(C)=O>[C:22]([O:26][C:27]([NH:29][C:30]1([C:33]([CH:34]([CH2:2][C:3]([C:5]2[CH:14]=[CH:13][CH:12]=[C:11]3[C:6]=2[N:7]=[C:8]([NH:16][CH2:17][C:18]([F:21])([F:20])[F:19])[C:9]([CH3:15])=[N:10]3)=[O:4])[C:35]([O:37][CH2:38][CH3:39])=[O:36])=[O:40])[CH2:32][CH2:31]1)=[O:28])([CH3:25])([CH3:24])[CH3:23] |f:2.3.4,5.6|. Reported procedure: A mixture of 2-bromo-1-(2-methyl-3-((2,2,2-trifluoroethyl)amino)quinoxalin-5-yl)ethanone (616) (700 mg, 1.93 mmol), ethyl 3-(1-((tert-butoxycarbonyl)amino)cyclopropyl)-3-oxopropanoate (604, 629 mg, 2.32 mmol) and K2CO3 (668 mg, 4.83 mmol) in DMF (7.0 mL) was stirred at RT for 45 min. The reaction mixture was treated with a saturated solution of NH4Cl (aq.) and EtOAc was added and the layers were separated. The organic layer was washed with brine (25 mL), and dried over anhydrous MgSO4, filtered ... Reported procedure: In a manner similar to Preparation 5, react 1,2-diethyl-4-piperidone with lithium aluminum hydride to obtain the title compound. Yields the product C(C)N1C(CC(CC1)O)CC (1,2-Diethyl-4-piperidinol). The reactants are C(C)N1C(CC(CC1)=O)CC (1,2-diethyl-4-piperidone), [H-].[Al+3].[Li+].[H-].[H-].[H-] (lithium aluminum hydride). Reaction SMILES: [CH2:1]([N:3]1[CH2:8][CH2:7][C:6](=[O:9])[CH2:5][CH:4]1[CH2:10][CH3:11])[CH3:2].[H-].[Al+3].[Li+].[H-].[H-].[H-]>>[CH2:1]([N:3]1[CH2:8][CH2:7][CH:6]([OH:9])[CH2:5][CH:4]1[CH2:10][CH3:11])[CH3:2] |f:1.2.3.4.5.6|. Reactants: CC1=CC=C(C(CBr)=O)C=C1 (p-methylphenacyl bromide), CN(C=O)C (dimethyl formamide), liquid, CN(C=O)C (dimethyl formamide), N1(CCCC1)C1=CCCCC1 (1-pyrrolidino-1-cyclohexene). Run in O (water). The product is CC1=CC=C(C(CC2C(CCCC2)=O)=O)C=C1 (2-(p-Methylphenacyl)cyclohexanone). Reaction SMILES: [CH3:1][C:2]1[CH:11]=[CH:10][C:5]([C:6](=[O:9])[CH2:7]Br)=[CH:4][CH:3]=1.CN(C)[CH:14]=[O:15].N1([C:22]2[CH2:27][CH2:26]C[CH2:24][CH:23]=2)CCCC1>O>[CH3:1][C:2]1[CH:11]=[CH:10][C:5]([C:6](=[O:9])[CH2:7][CH:26]2[CH2:27][CH2:22][CH2:23][CH2:24][C:14]2=[O:15])=[CH:4][CH:3]=1. Procedure details: A solution of 50 g. (0.23 mole) of p-methylphenacyl bromide in 120 ml. of dry dimethyl formamide was added dropwise during 1/2 hour into a stirred, cooled solution of 35.4 g. (0.23 mole) of 1-pyrrolidino-1-cyclohexene in 200 ml. of dimethyl formamide at a rate to maintain a temperature of 25°. After 51/2 hours, the solution was diluted with water and extracted with chloroform. The chloroform solution was washed with water, dried over sodium sulfate and concentrated to an oil. Distillation gave 2... The reactants are NC1=C2C(C(=CN(C2=C(C(=C1F)N1CC(NCC1)C)F)C1CC1)C(=O)O)=O (5-Amino-1-cyclopropyl-6,8-difluoro-7-(3-methyl-1-piperazinyl)-1,4-dihydro-4-oxoquinoline-3-carboxylic acid), S(O)(O)(=O)=O (sulfuric acid), C(C)O (ethanol). The product is NC1=C2C(C(=CN(C2=C(C(=C1F)N1CC(NCC1)C)F)C1CC1)C(=O)OCC)=O (ethyl 5-amino-1-cyclopropyl-6,8-difluoro-7-(3-methyl-1-piperazinyl)-1,4-dihydro-4-oxoquinoline-3-carboxylate). Reaction SMILES: [NH2:1][C:2]1[C:11]([F:12])=[C:10]([N:13]2[CH2:18][CH2:17][NH:16][CH:15]([CH3:19])[CH2:14]2)[C:9]([F:20])=[C:8]2[C:3]=1[C:4](=[O:27])[C:5]([C:24]([OH:26])=[O:25])=[CH:6][N:7]2[CH:21]1[CH2:23][CH2:22]1.S(=O)(=O)(O)O.[CH2:33](O)[CH3:34]>>[NH2:1][C:2]1[C:11]([F:12])=[C:10]([N:13]2[CH2:18][CH2:17][NH:16][CH:15]([CH3:19])[CH2:14]2)[C:9]([F:20])=[C:8]2[C:3]=1[C:4](=[O:27])[C:5]([C:24]([O:26][CH2:33][CH3:34])=[O:25])=[CH:6][N:7]2[CH:21]1[CH2:23][CH2:22]1. Procedure: 5-Amino-1-cyclopropyl-6,8-difluoro-7-(3-methyl-1-piperazinyl)-1,4-dihydro-4-oxoquinoline-3-carboxylic acid was suspended in absolute ethanol. Concentrated sulfuric acid was added to the suspension and the mixture was refluxed for 10 hours with stirring. After evaporation of ethanol, chloroform and a 20% aqueous sodium hydroxide solution were added to the residue, and the mixture was adjusted to pH 9. The organic layer was separated and chloroform was evaporated under reduced pressure. The result...